Task: describe an organic reaction: reactants, conditions, products, and yield. Dataset: the Open Reaction Database (ORD), a public repository of structured organic reaction records The reactants are III, CS(=O)(=O)C=1C=CC(=CC1)[C@H]([C@@H](CF)NC(=O)C(Cl)Cl)O (florfenicol), C(=O)(OC(C)(C)C)NCC(=O)O (N-Boc glycine). Yields the product ClC(C(=O)NC(C(C1=CC=C(C=C1)S(=O)(=O)C)OC(CN)=O)CF)Cl (Amino-acetic acid 2-(2,2-dichloro-acetylamino)-3-fluoro-1-(4-methanesulfonyl-phenyl)-propyl ester). Isolated yield 80.0%. As a reaction SMILES: [CH3:1][S:2]([C:5]1[CH:6]=[CH:7][C:8]([C@@H:11]([OH:21])[C@H:12]([NH:15][C:16]([CH:18]([Cl:20])[Cl:19])=[O:17])[CH2:13][F:14])=[CH:9][CH:10]=1)(=[O:4])=[O:3].C([NH:29][CH2:30][C:31](O)=[O:32])(OC(C)(C)C)=O>>[Cl:19][CH:18]([Cl:20])[C:16]([NH:15][CH:12]([CH2:13][F:14])[CH:11]([O:21][C:31](=[O:32])[CH2:30][NH2:29])[C:8]1[CH:7]=[CH:6][C:5]([S:2]([CH3:1])(=[O:4])=[O:3])=[CH:10][CH:9]=1)=[O:17]. Reported procedure: By following the general procedures II and III using 12.9 g of florfenicol and 6.9 g of N-Boc glycine, the prodrug (13.2 g, 80% yield) was obtained as white powder after the crude solids were dried under reduced pressure at 50° C. for 6 days; H1-NMR (DMSO-d6), δ=3.2 ppm (m, 3H), 3.9 ppm (s, 2H), 4.3-4.7 ppm (m, 3H), 6.1 ppm (s, 1H), 6.8 ppm (s, 1H), 7.7 ppm (d, 2H), 7.9 ppm (d, 2H), 8.6 ppm (br, 3H), 9.4 ppm (d, 1H).